From a dataset of the Open Reaction Database (ORD), a public repository of structured organic reaction records. describe an organic reaction: reactants, conditions, products, and yield Starting materials: C(C)(=O)C=1C2=CC=CC=C2C=C2C=CC=CC12 (9-acetylanthracene), C(CCCCCCC)N=C=O (octyl isocyanate), C(C)(C)[N-]C(C)C.[Li+] (lithium diisopropylamide). The product is C(CCCCCCC)NC(CC(C=1C2=CC=CC=C2C=C2C=CC=CC12)=O)=O (N-octyl-β-oxo-9-anthracenepropanamide). RXN SMILES: [C:1]([C:4]1[C:5]2[C:10]([CH:11]=[C:12]3[C:17]=1[CH:16]=[CH:15][CH:14]=[CH:13]3)=[CH:9][CH:8]=[CH:7][CH:6]=2)(=[O:3])[CH3:2].[CH2:18]([N:26]=[C:27]=[O:28])[CH2:19][CH2:20][CH2:21][CH2:22][CH2:23][CH2:24][CH3:25].C([N-]C(C)C)(C)C.[Li+]>>[CH2:18]([NH:26][C:27](=[O:28])[CH2:2][C:1](=[O:3])[C:4]1[C:17]2[C:12]([CH:11]=[C:10]3[C:5]=1[CH:6]=[CH:7][CH:8]=[CH:9]3)=[CH:13][CH:14]=[CH:15][CH:16]=2)[CH2:19][CH2:20][CH2:21][CH2:22][CH2:23][CH2:24][CH3:25] |f:2.3|. Procedure: The title compound, mp 70°-72° C., was prepared from 9-acetylanthracene (5.0 g, 0.022 mol), octyl isocyanate (3.52 g, 0.022 mol), and lithium diisopropylamide (0.032 mol) using the procedure described in Example 1. Purification by flash chromatography (silica gel, 5% EtOAc/hexane) yielded 3.84 g (0.010 mol, 45.2%) of the desired product. Starting materials: C(CCC)C1=NC2=CC=C(C=C2C(=N1)O)C(F)(F)F (2-butyl-6-(trifluoromethyl)-quinazolin-4-ol), P(=O)(Cl)(Cl)Cl (phosphorus oxychloride). Run in C(Cl)Cl (methylene chloride), C(Cl)Cl (methylene chloride). The product is C(CCC)C1=NC2=CC=C(C=C2C(=N1)Cl)C(F)(F)F (2-butyl-4-chloro-6-(trifluoromethyl)quinazoline). The yield is 121.7%. RXN SMILES: [CH2:1]([C:5]1[N:14]=[C:13](O)[C:12]2[C:7](=[CH:8][CH:9]=[C:10]([C:16]([F:19])([F:18])[F:17])[CH:11]=2)[N:6]=1)[CH2:2][CH2:3][CH3:4].P(Cl)(Cl)([Cl:22])=O>C(Cl)Cl>[CH2:1]([C:5]1[N:14]=[C:13]([Cl:22])[C:12]2[C:7](=[CH:8][CH:9]=[C:10]([C:16]([F:19])([F:18])[F:17])[CH:11]=2)[N:6]=1)[CH2:2][CH2:3][CH3:4]. Procedure details: Preparation D11, Step 2: 2-butyl-6-(trifluoromethyl)-quinazolin-4-ol (100 mg, 0.37 mmol, 1 eq) and phosphorus oxychloride (3.00 mL, 3.22 mmol, 87 eq) were mixed at room temperature under nitrogen then refluxed for 3 hours. The reaction was stripped 3 times from methylene chloride. The residue was dissolved in methylene chloride (25 mL) and rinsed 3 times with saturated sodium bicarbonate (25 mL), 1× with water (25 mL). The organic layer was dried (sodium sulfate) and stripped to give 2-butyl-4-c... Reactants: COc1ccc2nc(S)oc2c1, ClP(Cl)(Cl)(Cl)Cl, Clc1ccccc1, O. The product is COc1ccc2nc(Cl)oc2c1. Reaction SMILES: [CH3:1][O:2][c:3]1[cH:4][c:5]2[c:6]([n:7][c:8]([SH:10])[o:9]2)[cH:11][cH:12]1.[Cl:13][P:14]([Cl:15])([Cl:16])([Cl:17])[Cl:18].[Cl:20][c:21]1[cH:22][cH:23][cH:24][cH:25][cH:26]1.[OH2:19]>>[CH3:1][O:2][c:3]1[cH:4][c:5]2[c:6]([n:7][c:8]([Cl:13])[o:9]2)[cH:11][cH:12]1. Starting materials: CS(=O)(=O)OCCCOC1=C(C=CC=C1)OCC1=CC=CC=C1 (3-(2-benzyloxyphenoxy)prop-1-yl methanesulfonate), ClC=1C=C2C(=CNC2=CC1)CC(C)(C)N ([2-(5-chloro-1H-indol-3-yl)-1,1-dimethylethyl]amine), N1C=C(C2=CC=CC=C12)CC(C)(C)N ([2- (1H-indol-3-yl)-1,1-dimethylethyl]amine). Product: Cl.N1C=C(C2=CC=CC=C12)CC(C)(C)NCCCOC1=C(C=CC=C1)OCC1=CC=CC=C1 ([2-(1H-indol-3-yl)-1,1-dimethylethyl]{3-(2-benzyloxyphenoxy)prop-1-yl}amine hydrochloride). RXN SMILES: CS(O[CH2:6][CH2:7][CH2:8][O:9][C:10]1[CH:15]=[CH:14][CH:13]=[CH:12][C:11]=1[O:16][CH2:17][C:18]1[CH:23]=[CH:22][CH:21]=[CH:20][CH:19]=1)(=O)=O.[Cl:24][C:25]1[CH:26]=[C:27]2[C:31](=[CH:32][CH:33]=1)[NH:30][CH:29]=[C:28]2[CH2:34][C:35]([NH2:38])([CH3:37])[CH3:36].N1C2C(=CC=CC=2)C(CC(N)(C)C)=C1>>[ClH:24].[NH:30]1[C:31]2[C:27](=[CH:26][CH:25]=[CH:33][CH:32]=2)[C:28]([CH2:34][C:35]([NH:38][CH2:6][CH2:7][CH2:8][O:9][C:10]2[CH:15]=[CH:14][CH:13]=[CH:12][C:11]=2[O:16][CH2:17][C:18]2[CH:23]=[CH:22][CH:21]=[CH:20][CH:19]=2)([CH3:36])[CH3:37])=[CH:29]1 |f:3.4|. Procedure details: Proceeding as in Example 3, but replacing 2-[2-(cyclopropylmethyloxy)phenoxy]ethyl methanesulfonate with 3-(2-benzyloxyphenoxy)prop-1-yl methanesulfonate and [2-(5-chloro-1H-indol-3-yl)-1,1-dimethylethyl]amine with [2- (1H-indol-3-yl)-1,1-dimethylethyl]amine, gave [2-(1H-indol-3-yl)-1,1-dimethylethyl]{3-(2-benzyloxyphenoxy)prop-1-yl}amine hydrochloride. The solvent is CN(C)C=O (DMF). Procedure: To a solution of 2-bromo-4-fluoro-5-nitro-phenol (3.5 g, 14.83 mmol) and Cs2CO3 (5.80 g, 17.80 mmol) in DMF (26 mL) was added benzyl bromide (2.80 g, 1.94 mL, 16.31 mmol) dropwise. The reaction was stirred at room temperature under an inert atmosphere for 2 h. The reaction was quenched with water and the aqueous layer was extracted with EtOAc (3×10 mL). The combined organic layer was dried over Na2SO4, filtered and concentrated. The residue was purified by silica gel column chromatography using ... Run at time 2 hour. Product: C(C1=CC=CC=C1)OC1=C(C=C(C(=C1)[N+](=O)[O-])F)Br (1-(benzyloxy)-2-bromo-4-fluoro-5-nitrobenzene). The reactants are BrC1=C(C=C(C(=C1)F)[N+](=O)[O-])O (2-bromo-4-fluoro-5-nitro-phenol), C(=O)([O-])[O-].[Cs+].[Cs+] (Cs2CO3), C(C1=CC=CC=C1)Br (benzyl bromide). Reaction SMILES: [Br:1][C:2]1[CH:7]=[C:6]([F:8])[C:5]([N+:9]([O-:11])=[O:10])=[CH:4][C:3]=1[OH:12].C([O-])([O-])=O.[Cs+].[Cs+].[CH2:19](Br)[C:20]1[CH:25]=[CH:24][CH:23]=[CH:22][CH:21]=1>CN(C=O)C>[CH2:19]([O:12][C:3]1[CH:4]=[C:5]([N+:9]([O-:11])=[O:10])[C:6]([F:8])=[CH:7][C:2]=1[Br:1])[C:20]1[CH:25]=[CH:24][CH:23]=[CH:22][CH:21]=1 |f:1.2.3|. The reactants are OC1=CC(N(C=C1)CCC1=CC=C(C=C1)CO)=O (4-Hydroxy-1-[2-(4-hydroxymethyl-phenyl)-ethyl]-1H-pyridin-2-one), BrCC1=CC(=CC=C1)F (1-bromomethyl-3-fluoro-benzene), C([O-])([O-])=O.[K+].[K+] (potassium carbonate). Run in CN(C)C=O (DMF), CCOC(=O)C (EtOAc). Run at time 8 hour. Yields the product FC=1C=C(COC2=CC(N(C=C2)CCC2=CC=C(C=C2)CO)=O)C=CC1 (4-(3-Fluoro-benzyloxy)-1-[2-(4-hydroxymethyl-phenyl)-ethyl]-1H-pyridin-2-one). RXN SMILES: [OH:1][C:2]1[CH:7]=[CH:6][N:5]([CH2:8][CH2:9][C:10]2[CH:15]=[CH:14][C:13]([CH2:16][OH:17])=[CH:12][CH:11]=2)[C:4](=[O:18])[CH:3]=1.Br[CH2:20][C:21]1[CH:26]=[CH:25][CH:24]=[C:23]([F:27])[CH:22]=1.C(=O)([O-])[O-].[K+].[K+]>CN(C=O)C.CCOC(C)=O>[F:27][C:23]1[CH:22]=[C:21]([CH:26]=[CH:25][CH:24]=1)[CH2:20][O:1][C:2]1[CH:7]=[CH:6][N:5]([CH2:8][CH2:9][C:10]2[CH:15]=[CH:14][C:13]([CH2:16][OH:17])=[CH:12][CH:11]=2)[C:4](=[O:18])[CH:3]=1 |f:2.3.4|. Procedure details: To 400 mg (1.63 mmol) 4-hydroxy-1-[2-(4-hydroxymethyl-phenyl)-ethyl]-1H-pyridin-2-one (preparation 2b) in 20 mL DMF is added 339 mg (1.79 mmol) 1-bromomethyl-3-fluoro-benzene and 0.45 g (3.26 mmol) potassium carbonate. The reaction mixture is stirred overnight at RT, diluted with 60 mL of EtOAc and is washed twice with water. The combined organic phase is dried over MgSO4, filtered and the solvent is evaporated. The residue is purified via reverse HPLC chromatography (Waters symmetry C18; water ...